Dataset: the Open Reaction Database (ORD), a public repository of structured organic reaction records. Task: describe an organic reaction: reactants, conditions, products, and yield The reactants are C(OCC1=CC=CC=C1)(ON1C(CCC1=O)=O)=O (Benzyl 2,5-dioxopyrrolidin-1-yl carbonate), CNCC1=CC(=CC=C1)[N+](=O)[O-] (N-methyl-1-(3-nitrophenyl)methanamine), CCN(C(C)C)C(C)C (DIEA). The solvent is C(Cl)Cl (CH2Cl2), C(Cl)Cl (CH2Cl2). Reaction conditions: time 1 hour. Product: CN(C(OCC1=CC=CC=C1)=O)CC1=CC(=CC=C1)[N+](=O)[O-] (benzyl methyl(3-nitrobenzyl)carbamate). Isolated yield 97.1%. RXN SMILES: [C:1](=[O:18])(ON1C(=O)CCC1=O)[O:2][CH2:3][C:4]1[CH:9]=[CH:8][CH:7]=[CH:6][CH:5]=1.[CH3:19][NH:20][CH2:21][C:22]1[CH:27]=[CH:26][CH:25]=[C:24]([N+:28]([O-:30])=[O:29])[CH:23]=1.CCN(C(C)C)C(C)C>C(Cl)Cl>[CH3:19][N:20]([CH2:21][C:22]1[CH:27]=[CH:26][CH:25]=[C:24]([N+:28]([O-:30])=[O:29])[CH:23]=1)[C:1](=[O:18])[O:2][CH2:3][C:4]1[CH:5]=[CH:6][CH:7]=[CH:8][CH:9]=1. Procedure details: Benzyl 2,5-dioxopyrrolidin-1-yl carbonate (1.65 g, 6.6 mmol) was added to a solution of N-methyl-1-(3-nitrophenyl)methanamine (1 g, 6 mmol) in CH2Cl2 (24 mL) and DIEA (2.7 mL, 15 mmol) and the reaction mixture was stirred for 1 h. The mixture was diluted with CH2Cl2 (100 mL), washed with NH4Cl, NaHCO3, brine, dried over Na2SO4 and concentrated in vacuo to yield 60A (1.75 g, 99%) as a white solid. MS (ESI) m/z 301.03 (M+H)+. Procedure details: By following the method of Example 2, methyl N-(2-hydroxyethyl)-3-carbomethoxy-4-methylpyrrole-2-acetate (IV, R = CH3) is converted into methyl N-(2-mesyloxyethyl)-3-carbomethoxy-4-methylpyrrole-2-acetate and then cyclized with sodium hydride in dimethylformamide, in accordance with the method of Example 8, to afford dimethyl 1,2-dihydro-6-methyl-3H-pyrrolo[1,2-a]pyrrole-1,7-dicarboxylate. RXN SMILES: O[CH2:2][CH2:3][N:4]1[CH:8]=[C:7]([CH3:9])[C:6]([C:10]([O:12][CH3:13])=[O:11])=[C:5]1[CH2:14][C:15]([O:17][CH3:18])=[O:16].S(OCCN1C=C(C)C(C(OC)=O)=C1CC(OC)=O)(C)(=O)=O.[H-].[Na+]>CN(C)C=O>[CH3:9][C:7]1[C:6]([C:10]([O:12][CH3:13])=[O:11])=[C:5]2[CH:14]([C:15]([O:17][CH3:18])=[O:16])[CH2:2][CH2:3][N:4]2[CH:8]=1 |f:2.3|. Reactants: OCCN1C(=C(C(=C1)C)C(=O)OC)CC(=O)OC (methyl N-(2-hydroxyethyl)-3-carbomethoxy-4-methylpyrrole-2-acetate), S(=O)(=O)(C)OCCN1C(=C(C(=C1)C)C(=O)OC)CC(=O)OC (methyl N-(2-mesyloxyethyl)-3-carbomethoxy-4-methylpyrrole-2-acetate), [H-].[Na+] (sodium hydride). The solvent is CN(C=O)C (dimethylformamide). Yields the product CC=1C(=C2N(CCC2C(=O)OC)C1)C(=O)OC (dimethyl 1,2-dihydro-6-methyl-3H-pyrrolo[1,2-a]pyrrole-1,7-dicarboxylate). Reactants: [I-].C[S+](=O)(C)C (Trimethylsulfoxonium iodide), [H-].[Na+] (sodium hydride), CO[C@@H]1C([C@@H](OC[C@@H]1C)\C=C\CCCCCCC)=O ((2S,4S,5S)-4-methoxy-5-methyl-2-[(E)-1-nonenyl]tetrahydro-2H-pyran-3-one). The solvent is CNS(=O)(=O)NC (dimethylsulfamide), O1CCCC1 (tetrahydrofuran). Reaction conditions: time 1 hour. Yields the product CO[C@H]1[C@H](CO[C@H]([C@]12CO2)\C=C\CCCCCCC)C ((3S,4S,7S,8S)-8-methoxy-7-methyl-4-[(E)-1-nonenyl]-1,5-dioxaspiro[2,5]octane). Isolated yield 72.9%. RXN SMILES: [I-].[CH3:2][S+](C)(C)=O.[H-].[Na+].[CH3:9][O:10][C@H:11]1[C@@H:16]([CH3:17])[CH2:15][O:14][C@@H:13](/[CH:18]=[CH:19]/[CH2:20][CH2:21][CH2:22][CH2:23][CH2:24][CH2:25][CH3:26])[C:12]1=[O:27]>CNS(NC)(=O)=O.O1CCCC1>[CH3:9][O:10][C@@H:11]1[C@:12]2([O:27][CH2:2]2)[C@H:13](/[CH:18]=[CH:19]/[CH2:20][CH2:21][CH2:22][CH2:23][CH2:24][CH2:25][CH3:26])[O:14][CH2:15][C@@H:16]1[CH3:17] |f:0.1,2.3|. Procedure: Trimethylsulfoxonium iodide (74 mg) was added to a suspension of sodium hydride (14 mg, 60% oil suspension) in dry dimethylsulfamide (1 ml) . The mixture was stirred for 1 hr at room temperature. A solution of (2S,4S,5S)-4-methoxy-5-methyl-2-[(E)-1-nonenyl]tetrahydro-2H-pyran-3-one (30 mg) in dry tetrahydrofuran (0.2 ml) was added dropwise. After stirring for 2 hrs at room temperature, the reaction was quenched by addition of saturated aqueous ammonium chloride solution. The mixture was extracte... Starting materials: [BH3-]C#N, CCN, CC1(C)CN(Cc2ccccc2)CCC1=O, CO, Cl, [K+], [Na+], [OH-]. Yields the product CCNC1CCN(Cc2ccccc2)CC1(C)C. RXN SMILES: [C:23]([BH3-:24])#[N:25].[CH2:4]([CH3:5])[NH2:6].[CH2:7]([c:8]1[cH:9][cH:10][cH:11][cH:12][cH:13]1)[N:14]1[CH2:15][C:16]([CH3:21])([CH3:22])[C:17](=[O:20])[CH2:18][CH2:19]1.[CH3:27][OH:28].[ClH:3].[K+:2].[Na+:26].[OH-:1]>>[CH2:4]([CH3:5])[NH:6][CH:17]1[C:16]([CH3:21])([CH3:22])[CH2:15][N:14]([CH2:7][c:8]2[cH:9][cH:10][cH:11][cH:12][cH:13]2)[CH2:19][CH2:18]1. Starting materials: C(=O)(OC(C)(C)C)N[C@@H](CCSC(F)(F)F)C(=O)O (N-Boc-trifluoromethionine), NC1=CC=CC=C1 (aniline), CN1CCOCC1 (N-methylmorpholine), ClC(=O)OCC(C)C (isobutyl chloroformate). Run in C1CCOC1 (THF), N#N (N2). The product is C1(=CC=CC=C1)NC(=O)[C@H](CCSC(F)(F)F)NC(OC(C)(C)C)=O (Tert-Butyl (S)-1-(phenylcarbamoyl)-3-(trifluoromethylthio)propylcarbamate). The yield is 67.6%. Reaction SMILES: [C:1]([NH:8][C@H:9]([C:17]([OH:19])=O)[CH2:10][CH2:11][S:12][C:13]([F:16])([F:15])[F:14])([O:3][C:4]([CH3:7])([CH3:6])[CH3:5])=[O:2].CN1CCOCC1.ClC(OCC(C)C)=O.[NH2:35][C:36]1[CH:41]=[CH:40][CH:39]=[CH:38][CH:37]=1>C1COCC1.N#N>[C:36]1([NH:35][C:17]([C@@H:9]([NH:8][C:1](=[O:2])[O:3][C:4]([CH3:5])([CH3:6])[CH3:7])[CH2:10][CH2:11][S:12][C:13]([F:14])([F:15])[F:16])=[O:19])[CH:41]=[CH:40][CH:39]=[CH:38][CH:37]=1. Procedure details: N-Boc-trifluoromethionine (200 mg, 0.659 mmol) was dissolved in 6.6 ml of dry THF in the presence of N2, and the temperature was adjusted to −78° C. Subsequently, N-methylmorpholine (0.09 ml, 0.794 mmol) was added thereto, and the mixture was stirred. Two minutes later, isobutyl chloroformate (0.10 ml, 0.794 mmol) was added thereto, and the mixture was stirred for 2 minutes. Finally, aniline (0.07 ml, 0.794 mmol) was added thereto. TLC was performed to confirm disappearance of the starting compo... Reactants: C(CC(=O)OCC)(=O)OCC (diethyl malonate), [H-].[Na+] (sodium hydride), Cl.C(CCC=CCCCCCCCCC)NC1=C(C(=O)Cl)C=CC=C1 (2-(1-tetradec-4-enylamino)benzoyl chloride hydrochloride). Solvent: COCCOC (1,2-dimethoxyethane), COCCOC (1,2-dimethoxyethane), COCCOC (1,2-dimethoxyethane). Product: C(CCC=CCCCCCCCCC)NC1=C(C(=O)C(C(=O)OCC)C(=O)OCC)C=CC=C1 (diethyl 2-(1-tetradec-4-enylamino)benzoylmalonate). Reaction SMILES: [C:1]([O:9][CH2:10][CH3:11])(=[O:8])[CH2:2][C:3]([O:5][CH2:6][CH3:7])=[O:4].[H-].[Na+].Cl.[CH2:15]([NH:29][C:30]1[CH:38]=[CH:37][CH:36]=[CH:35][C:31]=1[C:32](Cl)=[O:33])[CH2:16][CH2:17][CH:18]=[CH:19][CH2:20][CH2:21][CH2:22][CH2:23][CH2:24][CH2:25][CH2:26][CH2:27][CH3:28]>COCCOC>[CH2:15]([NH:29][C:30]1[CH:38]=[CH:37][CH:36]=[CH:35][C:31]=1[C:32]([CH:2]([C:3]([O:5][CH2:6][CH3:7])=[O:4])[C:1]([O:9][CH2:10][CH3:11])=[O:8])=[O:33])[CH2:16][CH2:17][CH:18]=[CH:19][CH2:20][CH2:21][CH2:22][CH2:23][CH2:24][CH2:25][CH2:26][CH2:27][CH3:28] |f:1.2,3.4|. Procedure: A solution of 26.6 g. of diethyl malonate and 10 ml. of 1,2-dimethoxyethane is added to a suspension of 4.0 g. of sodium hydride in 1,2-dimethoxyethane under argon. A solution of 17.3 g. of 2-(1-tetradec-4-enylamino)benzoyl chloride hydrochloride in 1,2-dimethoxyethane is then added. The reaction mixture is refluxed for 4.5 hours, cooled, poured on ice, acidified, and extracted with ether. The ether solution is washed with water and saturated sodium chloride solution, dried over anhydrous sodium... Starting materials: OC1=C(C=CC=C1[N+](=O)[O-])C(CC(=O)C=1C(=NC=CC1)C(F)(F)F)=O (1-(2-hydroxy-3-nitrophenyl)-3-(2-(trifluoromethyl)pyridin-3-yl)propane-1,3-dione), Cl (HCl). Run in CC(=O)O (AcOH). Reaction conditions: temperature 100 celsius, time 3.5 hour. The product is [N+](=O)([O-])C=1C=CC=C2C(C=C(OC12)C=1C(=NC=CC1)C(F)(F)F)=O (8-nitro-2-(2-(trifluoromethyl)pyridin-3-yl)-4H-chromen-4-one). RXN SMILES: [OH:1][C:2]1[C:7]([N+:8]([O-:10])=[O:9])=[CH:6][CH:5]=[CH:4][C:3]=1[C:11](=[O:25])[CH2:12][C:13]([C:15]1[C:16]([C:21]([F:24])([F:23])[F:22])=[N:17][CH:18]=[CH:19][CH:20]=1)=O.Cl>CC(O)=O>[N+:8]([C:7]1[CH:6]=[CH:5][CH:4]=[C:3]2[C:2]=1[O:1][C:13]([C:15]1[C:16]([C:21]([F:22])([F:24])[F:23])=[N:17][CH:18]=[CH:19][CH:20]=1)=[CH:12][C:11]2=[O:25])([O-:10])=[O:9]. Procedure details: A mixture of 1-(2-hydroxy-3-nitrophenyl)-3-(2-(trifluoromethyl)pyridin-3-yl)propane-1,3-dione 26 (135 mg, 0.38 mmol), conc. HCl (0.2 ml) and AcOH (5 ml) was stirred at 100° C. for 3.5 h. The reaction mixture was concentrated and sat. aq Na2CO3 was added. The resulting solid was collected by filtration to give 27 as a yellow solid, which was used for the next step without other treatment. Reactants: COC1=C(C2=C(C(CO2)=O)C=C1)C#CCC1CCN(CC1)C(=O)OC(C)(C)C (tert-butyl 4-[3-(6-methoxy-3-oxo-2,3-dihydrobenzofuran-7-yl)prop-2-ynyl]piperidine-1-carboxylate). The reagents and catalysts are [Pd] (palladium/carbon). The solvent is C(C)O (ethanol). Conditions: time 8 hour. Yields the product COC1=C(C2=C(C(CO2)=O)C=C1)\C=C/CC1CCN(CC1)C(=O)OC(C)(C)C (tert-butyl (Z)-4-[3-(6-methoxy-3-oxo-2,3-dihydrobenzofuran-7-yl)allyl]piperidine-1-carboxylate). Yield: 86.2%. As a reaction SMILES: [CH3:1][O:2][C:3]1[CH:12]=[CH:11][C:6]2[C:7](=[O:10])[CH2:8][O:9][C:5]=2[C:4]=1[C:13]#[C:14][CH2:15][CH:16]1[CH2:21][CH2:20][N:19]([C:22]([O:24][C:25]([CH3:28])([CH3:27])[CH3:26])=[O:23])[CH2:18][CH2:17]1>C(O)C.[Pd]>[CH3:1][O:2][C:3]1[CH:12]=[CH:11][C:6]2[C:7](=[O:10])[CH2:8][O:9][C:5]=2[C:4]=1/[CH:13]=[CH:14]\[CH2:15][CH:16]1[CH2:21][CH2:20][N:19]([C:22]([O:24][C:25]([CH3:28])([CH3:27])[CH3:26])=[O:23])[CH2:18][CH2:17]1. Procedure: A solution of tert-butyl 4-[3-(6-methoxy-3-oxo-2,3-dihydrobenzofuran-7-yl)prop-2-ynyl]piperidine-1-carboxylate (0.0775 g, 0.201 mmol) synthesized in Example B58, Step 2 in ethanol (5 mL) was added with 5% palladium/carbon (wetted with 50% water, 0.0800 g), and the mixture was stirred overnight at room temperature under a hydrogen atmosphere. The reaction mixture was filtered through Celite, the resulting filtrate was concentrated, and the resulting residue was purified by silica gel column chrom... Starting materials: Cc1cc(-c2cccc(C(F)(F)F)c2)c(NCCOCc2ccccc2)nc1C(=O)N1CCC(N2CCCC2)CC1, CO, Cl, [H][H]. The product is Cc1cc(-c2cccc(C(F)(F)F)c2)c(NCCO)nc1C(=O)N1CCC(N2CCCC2)CC1. As a reaction SMILES: [CH2:1]([c:2]1[cH:3][cH:4][cH:5][cH:6][cH:7]1)[O:8][CH2:9][CH2:10][NH:11][c:12]1[c:13](-[c:32]2[cH:33][c:34]([C:38]([F:39])([F:40])[F:41])[cH:35][cH:36][cH:37]2)[cH:14][c:15]([CH3:31])[c:16]([C:18](=[O:19])[N:20]2[CH2:21][CH2:22][CH:23]([N:26]3[CH2:27][CH2:28][CH2:29][CH2:30]3)[CH2:24][CH2:25]2)[n:17]1.[CH3:45][OH:46].[ClH:42].[H:43][H:44]>>[OH:8][CH2:9][CH2:10][NH:11][c:12]1[c:13](-[c:32]2[cH:33][c:34]([C:38]([F:39])([F:40])[F:41])[cH:35][cH:36][cH:37]2)[cH:14][c:15]([CH3:31])[c:16]([C:18](=[O:19])[N:20]2[CH2:21][CH2:22][CH:23]([N:26]3[CH2:27][CH2:28][CH2:29][CH2:30]3)[CH2:24][CH2:25]2)[n:17]1.